Dataset: the Open Reaction Database (ORD), a public repository of structured organic reaction records. Task: describe an organic reaction: reactants, conditions, products, and yield Reactants: [Br-], [Li]CCCC, C1CCOC1, COCOc1ccc(C=O)cc1OC, O, OCCC[P+](c1ccccc1)(c1ccccc1)c1ccccc1. Product: COCOc1ccc(C=CCCO)cc1OC. RXN SMILES: [Br-:6].[CH2:1]([Li:2])[CH2:3][CH2:4][CH3:5].[CH2:45]1[O:46][CH2:47][CH2:48][CH2:49]1.[CH3:30][O:31][c:32]1[cH:33][c:34]([CH:35]=[O:36])[cH:37][cH:38][c:39]1[O:40][CH2:41][O:42][CH3:43].[OH2:44].[OH:7][CH2:8][CH2:9][CH2:10][P+:11]([c:12]1[cH:13][cH:14][cH:15][cH:16][cH:17]1)([c:18]1[cH:19][cH:20][cH:21][cH:22][cH:23]1)[c:24]1[cH:25][cH:26][cH:27][cH:28][cH:29]1>>[OH:7][CH2:8][CH2:9][CH:10]=[CH:35][c:34]1[cH:33][c:32]([O:31][CH3:30])[c:39]([O:40][CH2:41][O:42][CH3:43])[cH:38][cH:37]1. Starting materials: [OH-].[Na+] (sodium hydroxide), Cl.Cl.C(C1=CC=CC=C1)ON[C@@H]1CC[C@H](NC1)C(=O)O ((2S,5R)-5-(benzyloxyamino)piperidine-2-carboxylic acid, dihydrochloride), C(CC(O)(C(=O)O)CC(=O)O)(=O)O (citric acid), C([O-])([O-])=O.[K+].[K+] (Potassium carbonate), C[Si](C)(C)CCOC(=O)ON1C(CCC1=O)=O (N-(trimethylsilylethyloxycarbonyloxy)succinimide). Run in O (water), O1CCOCC1 (1,4-dioxane). The product is C(C1=CC=CC=C1)ON[C@@H]1CC[C@H](N(C1)C(=O)OCC[Si](C)(C)C)C(=O)O ((2S,5R)-5-((Benzyloxy)amino)-1-(2-trimethylsilylethoxycarbonyl)piperidine-2-carboxylic acid). Yield: 86.4%. RXN SMILES: Cl.Cl.[CH2:3]([O:10][NH:11][C@H:12]1[CH2:17][NH:16][C@H:15]([C:18]([OH:20])=[O:19])[CH2:14][CH2:13]1)[C:4]1[CH:9]=[CH:8][CH:7]=[CH:6][CH:5]=1.[OH-].[Na+].C(=O)([O-])[O-].[K+].[K+].[CH3:29][Si:30]([CH2:33][CH2:34][O:35][C:36](ON1C(=O)CCC1=O)=[O:37])([CH3:32])[CH3:31].C(O)(=O)CC(CC(O)=O)(C(O)=O)O>O.O1CCOCC1>[CH2:3]([O:10][NH:11][C@H:12]1[CH2:17][N:16]([C:36]([O:35][CH2:34][CH2:33][Si:30]([CH3:32])([CH3:31])[CH3:29])=[O:37])[C@H:15]([C:18]([OH:20])=[O:19])[CH2:14][CH2:13]1)[C:4]1[CH:5]=[CH:6][CH:7]=[CH:8][CH:9]=1 |f:0.1.2,3.4,5.6.7|. Procedure details: To (2S,5R)-5-(benzyloxyamino)piperidine-2-carboxylic acid, dihydrochloride (3.23 g, 10 mmol) described in Example 11 were added 1,4-dioxane (10 mL), water (15 mL) and 5M sodium hydroxide (6 mL), and stirred under ice cooling. Potassium carbonate (1.38 g), N-(trimethylsilylethyloxycarbonyloxy)succinimide (2.85 g) were added further to the mixture, and the temperature was elevated to room temperature, followed by stirring overnight. The mixture was adjusted to pH 4 with citric acid.monohydrate, an... The reactants are O (water), [OH-].[Na+] (sodium hydroxide), C1(=CC=CC=C1)S(=O)(=O)NCCCCCCCCC#N (9-(Benzenesulphonamido)nonanenitrile). The solvent is C(C)O (ethanol). Product: C1(=CC=CC=C1)S(=O)(=O)NCCCCCCCCC(=O)O (9-(Benzenesulphonamido)nonanoic Acid). Reaction SMILES: [C:1]1([S:7]([NH:10][CH2:11][CH2:12][CH2:13][CH2:14][CH2:15][CH2:16][CH2:17][CH2:18][C:19]#N)(=[O:9])=[O:8])[CH:6]=[CH:5][CH:4]=[CH:3][CH:2]=1.[OH2:21].[OH-:22].[Na+]>C(O)C>[C:1]1([S:7]([NH:10][CH2:11][CH2:12][CH2:13][CH2:14][CH2:15][CH2:16][CH2:17][CH2:18][C:19]([OH:22])=[O:21])(=[O:9])=[O:8])[CH:6]=[CH:5][CH:4]=[CH:3][CH:2]=1 |f:2.3|. Procedure details: 9-(Benzenesulphonamido)nonanenitrile (0.72 g) was dissolved in ethanol (50 ml) and water (10 ml) containing sodium hydroxide (1.5 g). The mixture was refluxed for 18 hours then the solvent was removed. The residue was dissolved in water and treated with hydrochloric acid to give a white precipitate. This was collected by filtration and recrystallised from methanol-water to give the title compound (0.52 g) m.p. 82°-84° C. The reactants are BrC1=C(CN2C=CC3=NC(=CC=C32)OC)C=CC=C1 (1-(2-Bromobenyl)-5-methoxy-1H-pyrrolo[3,2-b]pyridine), [N+](=O)([O-])C (nitromethane), C(C)(=O)[O-].[NH4+] (ammonium acetate). Product: COC=1C=CC2=C(C(=C3CCCCN23)C=C[N+](=O)[O-])N1 (2-Methoxy-10-[2-nitroethenyl]-6,7,8,9-tetrahydropyrido[2,3-b]indolizine). RXN SMILES: BrC1C=C[CH:17]=[CH:16][C:3]=1[CH2:4][N:5]1[C:13]2[C:8](=[N:9][C:10]([O:14][CH3:15])=[CH:11][CH:12]=2)[CH:7]=[CH:6]1.[C:20]([O-])(=O)[CH3:21].[NH4+].[N+:25](C)([O-:27])=[O:26]>>[CH3:15][O:14][C:10]1[CH:11]=[CH:12][C:13]2[N:5]3[C:6]([CH2:17][CH2:16][CH2:3][CH2:4]3)=[C:7]([CH:21]=[CH:20][N+:25]([O-:27])=[O:26])[C:8]=2[N:9]=1 |f:1.2|. Procedure details: 550 mg (2.39 mmol) of the compound obtained in Step C dissolved in 25 ml of nitromethane are heated at 120° C., for 3 hours in the presence of 460 mg (5.97 mmol) of ammonium acetate. After returning to room temperature and evaporation to dryness, the reaction mixture is diluted in dichloromethane and washed with water. The organic phase is dried over magnesium sulphate, filtered and evaporated. After washing with a pentane/diethyl ether mixture, the title compound is obtained in the form of a br...